From a dataset of the Open Reaction Database (ORD), a public repository of structured organic reaction records. describe an organic reaction: reactants, conditions, products, and yield Starting materials: COC(C=C1CCC2(OCCO2)CC1)=O ((1,4-dioxa-spiro[4.5]dec-8-ylidene)-acetic acid methyl ester), [H][H] (hydrogen). The reagents and catalysts are [C].[Pd] (palladium carbon). Run in C(C)O (ethanol). Conditions: time 24 hour. Yields the product COC(CC1CCC2(OCCO2)CC1)=O ((1,4-dioxa-spiro[4.5]dec-8-yl)-acetic acid methyl ester). The yield is 75.2%. Reaction SMILES: [CH3:1][O:2][C:3](=[O:15])[CH:4]=[C:5]1[CH2:14][CH2:13][C:8]2([O:12][CH2:11][CH2:10][O:9]2)[CH2:7][CH2:6]1.[H][H]>[C].[Pd].C(O)C>[CH3:1][O:2][C:3](=[O:15])[CH2:4][CH:5]1[CH2:14][CH2:13][C:8]2([O:9][CH2:10][CH2:11][O:12]2)[CH2:7][CH2:6]1 |f:2.3|. Reported procedure: An ethanol (50 mL) suspension of (1,4-dioxa-spiro[4.5]dec-8-ylidene)-acetic acid methyl ester (6.57 g) obtained in Example (1a) and palladium carbon (10% by weight) was hydrogen-reduced at room temperature for 24 hours. The reaction mixture was filtered and concentrated. The residue was purified by chromatography (hexane/ethyl acetate=5:1) to obtain the title compound (4.99 g, 75%) as a colorless oil. The reactants are CC(=O)Nc1ccc(C(=O)CCC(=O)N2CCC(N3Cc4ccccc4NC3=O)CC2)cc1Br, Cl, O. Yields the product Nc1ccc(C(=O)CCC(=O)N2CCC(N3Cc4ccccc4NC3=O)CC2)cc1Br. As a reaction SMILES: [C:1](=[O:2])([CH3:3])[NH:4][c:5]1[c:6]([Br:34])[cH:7][c:8]([C:11]([CH2:12][CH2:13][C:14](=[O:15])[N:16]2[CH2:17][CH2:18][CH:19]([N:22]3[C:23](=[O:32])[NH:24][c:25]4[cH:26][cH:27][cH:28][cH:29][c:30]4[CH2:31]3)[CH2:20][CH2:21]2)=[O:33])[cH:9][cH:10]1.[ClH:35].[OH2:36]>>[NH2:4][c:5]1[c:6]([Br:34])[cH:7][c:8]([C:11]([CH2:12][CH2:13][C:14](=[O:15])[N:16]2[CH2:17][CH2:18][CH:19]([N:22]3[C:23](=[O:32])[NH:24][c:25]4[cH:26][cH:27][cH:28][cH:29][c:30]4[CH2:31]3)[CH2:20][CH2:21]2)=[O:33])[cH:9][cH:10]1.